This data is from the Open Reaction Database (ORD), a public repository of structured organic reaction records. The task is: describe an organic reaction: reactants, conditions, products, and yield Reactants: O=C(O)c1ccc(Br)cn1, ClCCl, CN(C)C=O, O=C(Cl)C(=O)Cl. Product: O=C(Cl)c1ccc(Br)cn1. RXN SMILES: [Br:1][c:2]1[cH:3][cH:4][c:5]([C:8](=[O:9])[OH:10])[n:6][cH:7]1.[CH2:22]([Cl:23])[Cl:24].[CH3:17][N:18]([CH3:19])[CH:20]=[O:21].[Cl:11][C:12]([C:13]([Cl:14])=[O:15])=[O:16]>>[Br:1][c:2]1[cH:3][cH:4][c:5]([C:8](=[O:10])[Cl:11])[n:6][cH:7]1.